This data is from the Open Reaction Database (ORD), a public repository of structured organic reaction records. The task is: describe an organic reaction: reactants, conditions, products, and yield Starting materials: CCO, CC1CN(Cc2ccc(F)cc2)CCN1C(=O)COc1ncc(Cl)cc1[N+](=O)[O-], O=[Pt]=O. Yields the product CC1CN(Cc2ccc(F)cc2)CCN1C(=O)COc1ncc(Cl)cc1N. As a reaction SMILES: [CH3:30][CH2:31][OH:32].[Cl:1][c:2]1[cH:3][c:4]([N+:27]([O-:28])=[O:29])[c:5]([O:8][CH2:9][C:10](=[O:11])[N:12]2[CH:13]([CH3:26])[CH2:14][N:15]([CH2:18][c:19]3[cH:20][cH:21][c:22]([F:25])[cH:23][cH:24]3)[CH2:16][CH2:17]2)[n:6][cH:7]1.[Pt:33](=[O:34])=[O:35]>>[Cl:1][c:2]1[cH:3][c:4]([NH2:27])[c:5]([O:8][CH2:9][C:10](=[O:11])[N:12]2[CH:13]([CH3:26])[CH2:14][N:15]([CH2:18][c:19]3[cH:20][cH:21][c:22]([F:25])[cH:23][cH:24]3)[CH2:16][CH2:17]2)[n:6][cH:7]1. Reactants: C([O-])(O)=O.[Na+] (Sodium bicarbonate), Cl.C(C)OC(CN)=O (glycine ethyl ester hydrochloride), CC(C(=O)Cl)(C(C)C)C(C)C (2,3-dimethyl-2-isopropylbutanoyl chloride). Run in O (water), CCOCC (ether). Run at time 2 hour. The product is C(C)OC(CNC(C(C(C)C)(C(C)C)C)=O)=O (N-(2,3-dimethyl-2-isopropylbutanoyl)glycine ethyl ester). As a reaction SMILES: C(=O)(O)[O-].[Na+].Cl.[CH2:7]([O:9][C:10](=[O:13])[CH2:11][NH2:12])[CH3:8].[CH3:14][C:15]([CH:22]([CH3:24])[CH3:23])([CH:19]([CH3:21])[CH3:20])[C:16](Cl)=[O:17]>O.CCOCC>[CH2:7]([O:9][C:10](=[O:13])[CH2:11][NH:12][C:16](=[O:17])[C:15]([CH3:14])([CH:22]([CH3:24])[CH3:23])[CH:19]([CH3:21])[CH3:20])[CH3:8] |f:0.1,2.3|. Procedure details: Sodium bicarbonate (1.7g, 0.02 mole) and glycine ethyl ester hydrochloride (1.4g, 0.01 mole) were dissolved in water (10 ml) and a solution of 2,3-dimethyl-2-isopropylbutanoyl chloride (1.6g, 0.009 mole) in ether (10 ml) was added. The mixture was stirred vigorously at room temperature for 2 hours. After 16 hours at room temperature the ether layer was separated and dried (MgSO4). Removal of the solvent left a white solid which was recrystallised from ether/petroleum ether to give N-(2,3-dimethy...